Dataset: the Open Reaction Database (ORD), a public repository of structured organic reaction records. Task: describe an organic reaction: reactants, conditions, products, and yield Reactants: hydrochloride salt, Cl (hydrogen chloride), OC1=CC=C(C=C1)CCBr (2-(4-hydroxyphenyl)ethyl bromide), C([O-])([O-])=O.[K+].[K+] (potassium carbonate), N1CCC(CC1)CNC(=O)C1=NN(C2=CC=CC=C12)C(C)C (N-(4-piperidinylmethyl)-1-isopropyl-1H-3 indazolecarboxamide). Solvent: C(C)(=O)OCC (ethyl acetate), C(C)O (ethanol), C(C)O (ethanol), C(C)O (ethanol). Product: Cl.OC1=CC=C(C=C1)CCN1CCC(CC1)CNC(=O)C1=NN(C2=CC=CC=C12)C(C)C (N((1-(2-(4-hydroxyphenyl)ethyl)-4-piperidinyl)methyl)-1-isopropyl-1H-indazole-3-carboxamide hydrochloride). RXN SMILES: [OH:1][C:2]1[CH:7]=[CH:6][C:5]([CH2:8][CH2:9]Br)=[CH:4][CH:3]=1.C(=O)([O-])[O-].[K+].[K+].[NH:17]1[CH2:22][CH2:21][CH:20]([CH2:23][NH:24][C:25]([C:27]2[C:35]3[C:30](=[CH:31][CH:32]=[CH:33][CH:34]=3)[N:29]([CH:36]([CH3:38])[CH3:37])[N:28]=2)=[O:26])[CH2:19][CH2:18]1.[ClH:39]>C(O)C.C(OCC)(=O)C>[ClH:39].[OH:1][C:2]1[CH:7]=[CH:6][C:5]([CH2:8][CH2:9][N:17]2[CH2:22][CH2:21][CH:20]([CH2:23][NH:24][C:25]([C:27]3[C:35]4[C:30](=[CH:31][CH:32]=[CH:33][CH:34]=4)[N:29]([CH:36]([CH3:38])[CH3:37])[N:28]=3)=[O:26])[CH2:19][CH2:18]2)=[CH:4][CH:3]=1 |f:1.2.3,8.9|. Procedure details: 2-(4-hydroxyphenyl)ethyl bromide (prepared as described in Acta Chem. Scand. 21 (1) 53-62, 1967) (3.4 g, 0.017 moles) and anhydrous potassium carbonate (4.6 g, 0.033 moles) in absolute ethanol (100 ml) were added to a solution of N-(4-piperidinylmethyl)-1-isopropyl-1H-3 indazolecarboxamide (4.2 g, 0.014 moles), prepared as described in EP-A-0 975 623 in absolute ethanol (80 ml). The suspension thus obtained was stirred continuously under reflux for 16 hours. The suspension was filtered and the f... Reactants: CS(=O)(=O)Cl, ClCCl, CCOCc1nc2c(N)nc3cc(-c4cccnc4)ccc3c2n1Cc1ccc(CN)cc1, [Na+], [Na+], O=C([O-])[O-]. The product is CCOCc1nc2c(N)nc3cc(-c4cccnc4)ccc3c2n1Cc1ccc(CNS(C)(=O)=O)cc1. RXN SMILES: [CH3:1][S:2]([Cl:3])(=[O:4])=[O:5].[Cl:45][CH2:46][Cl:47].[NH2:6][CH2:7][c:8]1[cH:9][cH:10][c:11]([CH2:12][n:13]2[c:14]([CH2:33][O:34][CH2:35][CH3:36])[n:15][c:16]3[c:17]([NH2:32])[n:18][c:19]4[cH:20][c:21](-[c:26]5[cH:27][n:28][cH:29][cH:30][cH:31]5)[cH:22][cH:23][c:24]4[c:25]23)[cH:37][cH:38]1.[Na+:39].[Na+:40].[O-:41][C:42](=[O:43])[O-:44]>>[CH3:1][S:2](=[O:4])(=[O:5])[NH:6][CH2:7][c:8]1[cH:9][cH:10][c:11]([CH2:12][n:13]2[c:14]([CH2:33][O:34][CH2:35][CH3:36])[n:15][c:16]3[c:17]([NH2:32])[n:18][c:19]4[cH:20][c:21](-[c:26]5[cH:27][n:28][cH:29][cH:30][cH:31]5)[cH:22][cH:23][c:24]4[c:25]23)[cH:37][cH:38]1.